Dataset: the Open Reaction Database (ORD), a public repository of structured organic reaction records. Task: describe an organic reaction: reactants, conditions, products, and yield Reactants: BrCC1=CC=C(C=C1)C1=CC=CC=C1 (4-(Bromomethyl)-biphenyl), [N-]=[N+]=[N-].[Na+] (sodium azide), CN(C)C=O (DMF). Reaction conditions: temperature 90 celsius, time 1 hour. The product is N(=[N+]=[N-])CC1=C(C=CC=C1)C1=CC=CC=C1 (Azidomethyl-biphenyl). RXN SMILES: BrC[C:3]1[CH:8]=[CH:7][C:6]([C:9]2[CH:14]=[CH:13][CH:12]=[CH:11][CH:10]=2)=[CH:5][CH:4]=1.[N-:15]=[N+:16]=[N-:17].[Na+].[CH3:19]N(C=O)C>>[N:15]([CH2:19][C:14]1[CH:13]=[CH:12][CH:11]=[CH:10][C:9]=1[C:6]1[CH:5]=[CH:4][CH:3]=[CH:8][CH:7]=1)=[N+:16]=[N-:17] |f:1.2|. Reported procedure: A mixture of 4-(Bromomethyl)-biphenyl (200 mg, 0.6 mmol) and sodium azide (41 mg, 0.6 mmol) in 2 mL DMF was stirred at 90° C. for 1 h. The reaction mixture was concentrated in vacuo and the residue was treated with DCM and extracted with water. The organic layer was dried over MgSO4 and evaporated to give the title compound which was used in the next step without further purification. 1H-NMR (CDCl3, 400 MHz) 7.62-7.66 (m, 4H), 7.39-7.50 (m, 5H), 4.42 (s, 2H). Starting materials: O (water), C12CC3N(CC(CC(C1)C3)C2)C(CCBr)=O (1-(4-azatricyclo[4.3.1.1(3,8)]undec-4-yl)-3-bromo-1-propanone), Cl.ClC=1C=C(C=CC1)N1CCNCC1 (1-(3-chlorophenyl)piperazine hydrochloride), C(C)(C)N(CC)C(C)C (diisopropylethylamine). Run in CN(C=O)C (dimethylformamide). The product is C12CC3N(CC(CC(C1)C3)C2)C(CCN2CCN(CC2)C2=CC(=CC=C2)Cl)=O (1-(4-Azatricyclo[4.3.1.1(3,8)]undec-4-yl)-3-[4-(3-chlorophenyl)-1-piperazinyl]-1-propanone). The yield is 51.2%. RXN SMILES: [CH:1]12[CH2:11][CH:6]3[CH2:7][CH:8]([CH2:10][CH:3]([N:4]([C:12](=[O:16])[CH2:13][CH2:14]Br)[CH2:5]3)[CH2:2]1)[CH2:9]2.Cl.[Cl:18][C:19]1[CH:20]=[C:21]([N:25]2[CH2:30][CH2:29][NH:28][CH2:27][CH2:26]2)[CH:22]=[CH:23][CH:24]=1.C(N(C(C)C)CC)(C)C.O>CN(C)C=O>[CH:1]12[CH2:11][CH:6]3[CH2:7][CH:8]([CH2:10][CH:3]([N:4]([C:12](=[O:16])[CH2:13][CH2:14][N:28]4[CH2:27][CH2:26][N:25]([C:21]5[CH:22]=[CH:23][CH:24]=[C:19]([Cl:18])[CH:20]=5)[CH2:30][CH2:29]4)[CH2:5]3)[CH2:2]1)[CH2:9]2 |f:1.2|. Reported procedure: A solution of 1-(4-azatricyclo[4.3.1.1(3,8)]undec-4-yl)-3-bromo-1-propanone (1.96 g, 6.8 mmol), 1-(3-chlorophenyl)piperazine hydrochloride (1.60 g, 6.8 mmol) and diisopropylethylamine (2.4 mL, 14 mmol) in anhydrous dimethylformamide (100 mL) was heated at 60° C. for 19 hours. The reaction mixture was poured into water (700 mL) and extracted with ethyl acetate (2×200 mL). The combined organic layers were dried, preadsorbed onto silica gel, and purified by flash chromatography (8 cm diameter, grad... Starting materials: CCC(=O)Cl, C1CCOC1, CCN(C(C)C)C(C)C, O=C(O)C(F)(F)F, NC1CC(n2cnc3c(Cl)nc(Cl)nc32)C(O)C1O. Product: CCC(=O)NC1CC(n2cnc3c(Cl)nc(Cl)nc32)C(O)C1O. Reaction SMILES: [C:36]([CH2:37][CH3:38])(=[O:39])[Cl:40].[CH2:41]1[O:42][CH2:43][CH2:44][CH2:45]1.[CH:27]([N:28]([CH2:29][CH3:30])[CH:31]([CH3:32])[CH3:33])([CH3:34])[CH3:35].[F:1][C:2]([F:3])([F:4])[C:5]([OH:6])=[O:7].[NH2:8][CH:9]1[CH:10]([OH:26])[CH:11]([OH:25])[CH:12]([n:14]2[c:15]3[n:16][c:17]([Cl:24])[n:18][c:19]([Cl:23])[c:20]3[n:21][cH:22]2)[CH2:13]1>>[NH:8]([CH:9]1[CH:10]([OH:26])[CH:11]([OH:25])[CH:12]([n:14]2[c:15]3[n:16][c:17]([Cl:24])[n:18][c:19]([Cl:23])[c:20]3[n:21][cH:22]2)[CH2:13]1)[C:36]([CH2:37][CH3:38])=[O:39]. The reactants are FC1=CC2=C(C(NCC(N2)=O)=O)C=C1 (8-fluoro-3,4-dihydro-1H-1,4-benzodiazepine-2,5-dione), [H-].[Al+3].[Li+].[H-].[H-].[H-] (lithium aluminum hydride). Solvent: C1CCOC1 (THF), C1CCOC1 (THF). Reaction conditions: time 18 hour. Yields the product FC1=CC2=C(CNCCN2)C=C1 (8-fluoro-2,3,4,5-tetrahydro-1H-1,4-benzodiazepine). Reaction SMILES: [F:1][C:2]1[CH:14]=[CH:13][C:5]2[C:6](=O)[NH:7][CH2:8][C:9](=O)[NH:10][C:4]=2[CH:3]=1.[H-].[Al+3].[Li+].[H-].[H-].[H-]>C1COCC1>[F:1][C:2]1[CH:14]=[CH:13][C:5]2[CH2:6][NH:7][CH2:8][CH2:9][NH:10][C:4]=2[CH:3]=1 |f:1.2.3.4.5.6|. Procedure details: THF (19.1 mL) was added to a flask containing 8-fluoro-3,4-dihydro-1H-1,4-benzodiazepine-2,5-dione (2.11 g, 10.9 mmol). Dropwise over 10 minutes was added lithium aluminum hydride in 1M THF (48.9 mL, 48.9 mmol). The reaction mixture was heated to reflux for 5.5 hours, and then let cool to room temperature overnight. After 18 hours, no starting material was seen. The reaction was quenched with water, 15% sodium hydroxide and another portion of water. After the white precipitate was filtered off, ... Reactants: [BH3-]C#N, C=O, NCC1CCN(Cc2ccc(Cl)cc2)CC1, [Na+]. Yields the product CNCC1CCN(Cc2ccc(Cl)cc2)CC1. RXN SMILES: [C:19]([BH3-:20])#[N:21].[CH2:1]=[O:2].[Cl:3][c:4]1[cH:5][cH:6][c:7]([CH2:8][N:9]2[CH2:10][CH2:11][CH:12]([CH2:15][NH2:16])[CH2:13][CH2:14]2)[cH:17][cH:18]1.[Na+:22]>>[Cl:3][c:4]1[cH:5][cH:6][c:7]([CH2:8][N:9]2[CH2:10][CH2:11][CH:12]([CH2:15][NH:16][CH3:19])[CH2:13][CH2:14]2)[cH:17][cH:18]1. The reactants are C(#N)[BH3-].[Na+] (sodium cyanoborohydride), C(CC)C=1NC2=CC=CC=C2C1 (2-propyl-1H-indole). The solvent is C(C)(=O)O (acetic acid). Reaction conditions: time 5 hour. The product is C(CC)C1NC2=CC=CC=C2C1 (2-propyl-2,3-dihydro-1H-indole). As a reaction SMILES: C([BH3-])#N.[Na+].[CH2:5]([C:8]1[NH:9][C:10]2[C:15]([CH:16]=1)=[CH:14][CH:13]=[CH:12][CH:11]=2)[CH2:6][CH3:7]>C(O)(=O)C>[CH2:5]([CH:8]1[CH2:16][C:15]2[C:10](=[CH:11][CH:12]=[CH:13][CH:14]=2)[NH:9]1)[CH2:6][CH3:7] |f:0.1|. Procedure details: 1.3 g (20 mmol) sodium cyanoborohydride were added to 0.75 g (4.7 mmol) 2-propyl-1H-indole in 10 mL conc. acetic acid and the mixture was stirred for 5 h at RT. The reaction mixture was evaporated down. The residue was mixed with 20 mL of a 4N HCl solution and stirred for 1 h at RT. Then 45 mL of a 4N sodium hydroxide solution was slowly added while cooling with ice and the mixture was extracted with ethyl acetate. The organic phase was dried on sodium sulphate and evaporated down. The reactants are ClC1=C(C(=O)O)C=CC=C1 (2-chlorobenzoic acid), FC(C(CNC1=C2C=NN(C2=CC=C1)C1=CC=C(C=C1)F)(O)CNCCC)(F)F (1,1,1-trifluoro-3-{[1-(4-fluorophenyl)-1H-indazol-4-yl]amino}-2-[(propylamino)methyl]-2-propanol). Product: ClC1=C(C(=O)N(CC(C(F)(F)F)(O)CNC2=C3C=NN(C3=CC=C2)C2=CC=C(C=C2)F)CCC)C=CC=C1 (2-Chloro-N-propyl-N-[3,3,3-trifluoro-2-({[1-(4-fluorophenyl)-1H-indazol-4-yl]amino}methyl)-2-hydroxypropyl]benzamide). RXN SMILES: [Cl:1][C:2]1[CH:10]=[CH:9][CH:8]=[CH:7][C:3]=1[C:4]([OH:6])=O.[F:11][C:12]([F:39])([F:38])[C:13]([CH2:33][NH:34][CH2:35][CH2:36][CH3:37])([OH:32])[CH2:14][NH:15][C:16]1[CH:24]=[CH:23][CH:22]=[C:21]2[C:17]=1[CH:18]=[N:19][N:20]2[C:25]1[CH:30]=[CH:29][C:28]([F:31])=[CH:27][CH:26]=1>>[Cl:1][C:2]1[CH:10]=[CH:9][CH:8]=[CH:7][C:3]=1[C:4]([N:34]([CH2:35][CH2:36][CH3:37])[CH2:33][C:13]([CH2:14][NH:15][C:16]1[CH:24]=[CH:23][CH:22]=[C:21]2[C:17]=1[CH:18]=[N:19][N:20]2[C:25]1[CH:26]=[CH:27][C:28]([F:31])=[CH:29][CH:30]=1)([OH:32])[C:12]([F:11])([F:39])[F:38])=[O:6]. Procedure details: Prepared similarly to Example 1 from 2-chlorobenzoic acid and 1,1,1-trifluoro-3-{[1-(4-fluorophenyl)-1H-indazol-4-yl]amino}-2-[(propylamino)methyl]-2-propanol.